This data is from the Open Reaction Database (ORD), a public repository of structured organic reaction records. The task is: describe an organic reaction: reactants, conditions, products, and yield Starting materials: CI, CC(C)=O, c1ccc(CCCSc2nonc2-c2cccnc2)cc1. Yields the product C[n+]1cccc(-c2nonc2SCCCc2ccccc2)c1, [I-]. RXN SMILES: [CH3:1][I:2].[CH3:24][C:25](=[O:26])[CH3:27].[c:3]1([CH2:9][CH2:10][CH2:11][S:12][c:13]2[n:14][o:15][n:16][c:17]2-[c:18]2[cH:19][n:20][cH:21][cH:22][cH:23]2)[cH:4][cH:5][cH:6][cH:7][cH:8]1>>[CH3:1][n+:20]1[cH:19][c:18](-[c:17]2[c:13]([S:12][CH2:11][CH2:10][CH2:9][c:3]3[cH:4][cH:5][cH:6][cH:7][cH:8]3)[n:14][o:15][n:16]2)[cH:23][cH:22][cH:21]1.[I-:2].